Dataset: the Open Reaction Database (ORD), a public repository of structured organic reaction records. Task: describe an organic reaction: reactants, conditions, products, and yield Reactants: COc1ccc(CNC(=O)c2cnc(CNC(=O)OC(C)(C)C)c3c(OC)cc(OC)cc23)cc1, CCOC(C)=O, Cl. Product: Cl, COc1ccc(CNC(=O)c2cnc(CN)c3c(OC)cc(OC)cc23)cc1. Reaction SMILES: [C:1]([O:2][C:3](=[O:4])[NH:7][CH2:8][c:9]1[n:10][cH:11][c:12]([C:23]([NH:24][CH2:25][c:26]2[cH:27][cH:28][c:29]([O:32][CH3:33])[cH:30][cH:31]2)=[O:34])[c:13]2[cH:14][c:15]([O:21][CH3:22])[cH:16][c:17]([O:19][CH3:20])[c:18]12)([CH3:5])([CH3:6])[CH3:35].[CH3:37][CH2:38][O:39][C:40]([CH3:41])=[O:42].[ClH:36]>>[ClH:36].[NH2:7][CH2:8][c:9]1[n:10][cH:11][c:12]([C:23]([NH:24][CH2:25][c:26]2[cH:27][cH:28][c:29]([O:32][CH3:33])[cH:30][cH:31]2)=[O:34])[c:13]2[cH:14][c:15]([O:21][CH3:22])[cH:16][c:17]([O:19][CH3:20])[c:18]12.